From a dataset of the Open Reaction Database (ORD), a public repository of structured organic reaction records. describe an organic reaction: reactants, conditions, products, and yield The reactants are CC(=O)NCC1CN(c2ccc(N3CCN(C(=O)CN4CCN(C(=O)OC(C)(C)C)CC4)CC3)c(F)c2)C(=O)O1, ClCCl, O=C(O)C(F)(F)F. Yields the product CC(=O)NCC1CN(c2ccc(N3CCN(C(=O)CN4CCNCC4)CC3)c(F)c2)C(=O)O1. Reaction SMILES: [C:1]([O:2][C:3](=[O:4])[N:8]1[CH2:9][CH2:10][N:11]([CH2:14][C:15](=[O:16])[N:17]2[CH2:18][CH2:19][N:20]([c:23]3[c:24]([F:40])[cH:25][c:26]([N:29]4[C:30](=[O:39])[O:31][CH:32]([CH2:34][NH:35][C:36]([CH3:37])=[O:38])[CH2:33]4)[cH:27][cH:28]3)[CH2:21][CH2:22]2)[CH2:12][CH2:13]1)([CH3:5])([CH3:6])[CH3:7].[Cl:48][CH2:49][Cl:50].[F:41][C:42]([F:43])([F:44])[C:45]([OH:46])=[O:47]>>[NH:8]1[CH2:9][CH2:10][N:11]([CH2:14][C:15](=[O:16])[N:17]2[CH2:18][CH2:19][N:20]([c:23]3[c:24]([F:40])[cH:25][c:26]([N:29]4[C:30](=[O:39])[O:31][CH:32]([CH2:34][NH:35][C:36]([CH3:37])=[O:38])[CH2:33]4)[cH:27][cH:28]3)[CH2:21][CH2:22]2)[CH2:12][CH2:13]1. The reactants are CCOc1cc(C(C)(C)C)ncc1C1=NC(C)(c2ccc(Cl)cc2)C(C)(c2ccc(Cl)cc2)N1C(=O)N1CCC(CC(=O)O)CC1, CN1CCNCC1. Yields the product CCOc1cc(C(C)(C)C)ncc1C1=NC(C)(c2ccc(Cl)cc2)C(C)(c2ccc(Cl)cc2)N1C(=O)N1CCC(CC(=O)N2CCN(C)CC2)CC1. RXN SMILES: [C:1]([CH3:2])([CH3:3])([CH3:4])[c:5]1[cH:6][c:7]([O:44][CH2:45][CH3:46])[c:8]([C:11]2=[N:15][C:14]([CH3:16])([c:17]3[cH:18][cH:19][c:20]([Cl:23])[cH:21][cH:22]3)[C:13]([CH3:24])([c:25]3[cH:26][cH:27][c:28]([Cl:31])[cH:29][cH:30]3)[N:12]2[C:32](=[O:33])[N:34]2[CH2:35][CH2:36][CH:37]([CH2:40][C:41](=[O:42])[OH:43])[CH2:38][CH2:39]2)[cH:9][n:10]1.[CH3:47][N:48]1[CH2:49][CH2:50][NH:51][CH2:52][CH2:53]1>>[C:1]([CH3:2])([CH3:3])([CH3:4])[c:5]1[cH:6][c:7]([O:44][CH2:45][CH3:46])[c:8]([C:11]2=[N:15][C:14]([CH3:16])([c:17]3[cH:18][cH:19][c:20]([Cl:23])[cH:21][cH:22]3)[C:13]([CH3:24])([c:25]3[cH:26][cH:27][c:28]([Cl:31])[cH:29][cH:30]3)[N:12]2[C:32](=[O:33])[N:34]2[CH2:35][CH2:36][CH:37]([CH2:40][C:41](=[O:42])[N:51]3[CH2:50][CH2:49][N:48]([CH3:47])[CH2:53][CH2:52]3)[CH2:38][CH2:39]2)[cH:9][n:10]1. The reactants are [H][H] (hydrogen), COC=1C=C2CCN(C2=CC1OC)C1=NC=C(C=C1)[N+](=O)[O-] (5,6-Dimethoxy-1-(5-nitro-(2-pyridyl))-indoline), Cl (hydrochloric acid). Reagents/catalysts: [Pd] (Pd). The solvent is C(C)O.O (ethanol water). The product is Cl.COC=1C=C2CCN(C2=CC1OC)C1=CC=C(C=N1)N (6-(5,6-dimethoxyindolin-1-yl)-3-pyridylamine hydrochloride). The yield is 70.8%. RXN SMILES: [CH3:1][O:2][C:3]1[CH:4]=[C:5]2[C:9](=[CH:10][C:11]=1[O:12][CH3:13])[N:8]([C:14]1[CH:19]=[CH:18][C:17]([N+:20]([O-])=O)=[CH:16][N:15]=1)[CH2:7][CH2:6]2.[H][H].[ClH:25]>C(O)C.O.[Pd]>[ClH:25].[CH3:1][O:2][C:3]1[CH:4]=[C:5]2[C:9](=[CH:10][C:11]=1[O:12][CH3:13])[N:8]([C:14]1[N:15]=[CH:16][C:17]([NH2:20])=[CH:18][CH:19]=1)[CH2:7][CH2:6]2 |f:3.4,6.7|. Procedure: 5,6-Dimethoxy-1-(5-nitro-(2-pyridyl))-indoline was hyrogenated overnight with Pd (5%) on carbon in ethanol/water (8:2) in a shaking “duck”. When the uptake of hydrogen had come to an end, 10% hydrochloric acid was added, the catalyst was filtered off and the remainder was concentrated to dryness. The residue was recrystallized with ethanol and active carbon. The product 6-(5,6-dimethoxyindolin-1-yl)-3-pyridylamine hydrochloride was obtained in a yield of 70.8% (melting point: 168-171° C.). Reactants: O=C([O-])[O-], COCC(COC)OS(C)(=O)=O, CN(C)C=O, [K+], [K+], O, Oc1ccccc1. Yields the product COCC(COC)Oc1ccccc1. As a reaction SMILES: [C:20](=[O:21])([O-:22])[O-:23].[CH3:1][O:2][CH2:3][CH:4]([CH2:5][O:6][CH3:7])[O:8][S:9]([CH3:10])(=[O:11])=[O:12].[CH3:27][N:28]([CH3:29])[CH:30]=[O:31].[K+:24].[K+:25].[OH2:26].[OH:13][c:14]1[cH:15][cH:16][cH:17][cH:18][cH:19]1>>[CH3:1][O:2][CH2:3][CH:4]([CH2:5][O:6][CH3:7])[O:8][c:14]1[cH:15][cH:16][cH:17][cH:18][cH:19]1. Reactants: dimethyl-(N-cyanoimido)carbonate, Br.Cl.ClCCN (chloroethylamine hydrochloride hydrobromide), C(#N)NC(OC)=NCCCl (N-cyano-N'-(2-chloroethyl)-O-methyl-isourea), Dimethyl-(N-cyanoimido)carbonate, CN (methylamine). Yields the product C(#N)NC(=NCCCl)NC (N-cyano-N'-methyl-N"-(2-chloroethyl)guanidine). RXN SMILES: Br.Cl.[Cl:3][CH2:4][CH2:5][NH2:6].[C:7]([NH:9][C:10](=[N:13][CH2:14]CCl)OC)#[N:8].CN>>[C:7]([NH:9][C:10]([NH:13][CH3:14])=[N:6][CH2:5][CH2:4][Cl:3])#[N:8] |f:0.1.2|. Procedure: Dimethyl-(N-cyanoimido)carbonate is a known compound. Its preparation was described e.g. in J. Org. Chem. 1974, 39, 1522. According to the process of Yugoslavian Application No. P-2151/83, dimethyl-(N-cyanoimido)carbonate is reacted with chloroethylamine hydrochloride hydrobromide to N-cyano-N'-(2-chloroethyl)-O-methyl-isourea, which is reacted with methylamine to yield the N-cyano-N'-methyl-N"-(2-chloroethyl)guanidine. The product is CC(NC(C)(CN)CC1CCc2ccccc2C1)c1ccccc1. Reaction SMILES: [CH3:25][CH2:26][OH:27].[NH2:1][CH2:2][C:3]([CH3:4])([CH2:5][C:6]1=[CH:7][c:8]2[cH:9][cH:10][cH:11][cH:12][c:13]2[CH2:14][CH2:15]1)[NH:16][CH:17]([CH3:18])[c:19]1[cH:20][cH:21][cH:22][cH:23][cH:24]1>>[NH2:1][CH2:2][C:3]([CH3:4])([CH2:5][CH:6]1[CH2:7][c:8]2[cH:9][cH:10][cH:11][cH:12][c:13]2[CH2:14][CH2:15]1)[NH:16][CH:17]([CH3:18])[c:19]1[cH:20][cH:21][cH:22][cH:23][cH:24]1. Reactants: CCO, CC(NC(C)(CN)CC1=Cc2ccccc2CC1)c1ccccc1. The reactants are BrC1=CC(=C(C=C1)NC(=O)NNC(C[C@H]1CN(CC1)C(=O)C1CC1)=O)C (N-(4-bromo-2-methylphenyl)-2-{[(3S)-1-(cyclopropylcarbonyl)-3-pyrrolidinyl]acetyl}hydrazinecarboxamide), C(=O)([O-])[O-].[K+].[K+] (K2CO3). Solvent: O (water). Conditions: temperature 130 celsius, time 5 hour. Yields the product BrC1=CC(=C(C=C1)N1C(NN=C1C[C@H]1CN(CC1)C(=O)C1CC1)=O)C (4-(4-bromo-2-methylphenyl)-5-{[(3S)-1-(cyclopropylcarbonyl)-3-pyrrolidinyl]methyl}-2,4-dihydro-3H-1,2,4-triazol-3-one). The yield is 54.8%. Reaction SMILES: [Br:1][C:2]1[CH:7]=[CH:6][C:5]([NH:8][C:9]([NH:11][NH:12][C:13](=O)[CH2:14][C@@H:15]2[CH2:19][CH2:18][N:17]([C:20]([CH:22]3[CH2:24][CH2:23]3)=[O:21])[CH2:16]2)=[O:10])=[C:4]([CH3:26])[CH:3]=1.C([O-])([O-])=O.[K+].[K+]>O>[Br:1][C:2]1[CH:7]=[CH:6][C:5]([N:8]2[C:13]([CH2:14][C@@H:15]3[CH2:19][CH2:18][N:17]([C:20]([CH:22]4[CH2:24][CH2:23]4)=[O:21])[CH2:16]3)=[N:12][NH:11][C:9]2=[O:10])=[C:4]([CH3:26])[CH:3]=1 |f:1.2.3|. Procedure: To a suspension of N-(4-bromo-2-methylphenyl)-2-{[(3S)-1-(cyclopropylcarbonyl)-3-pyrrolidinyl]acetyl}hydrazinecarboxamide (925 mg, 2.185 mmol) in water (45 mL) was added K2CO3 (1510 mg, 10.93 mmol). The reaction flask was equipped with a reflux condenser and heated to reflux (bath=130° C.) with stirring. After 5 h (LCMS indicated no starting material remained), the reaction mixture was cooled to room temperature and filtered to collect a small amount of white precipitate (this was determined to ...